This data is from the Open Reaction Database (ORD), a public repository of structured organic reaction records. The task is: describe an organic reaction: reactants, conditions, products, and yield The reactants are COC1=CN=C2C(=CC=NC2=C1)OC1=CC=C(C=C1)NC1=NN=C(C2=CC=CC=C12)C=1C=CC(=C(C1)O)C (5-(4-(4-(7-Methoxy-1,5-naphthyridin-4-yloxy)phenylamino)phthalazin-1-yl)-2-methylphenol), C([O-])([O-])=O.[Cs+].[Cs+] (cesium carbonate), BrCCOC (1-Bromo-2-methoxyethane). Run in CN(C)C=O (DMF). Conditions: time 5 minute. The product is COC1=CN=C2C(=CC=NC2=C1)OC1=CC=C(C=C1)NC1=NN=C(C2=CC=CC=C12)C1=CC(=C(C=C1)C)OCCOC (N-(4-(7-Methoxy-1,5-naphthyridin-4-yloxy)phenyl)-4-(3-(2-methoxyethoxy)-4-methylphenyl)phthalazin-1-amine). Reaction SMILES: [CH3:1][O:2][C:3]1[CH:12]=[C:11]2[C:6]([C:7]([O:13][C:14]3[CH:19]=[CH:18][C:17]([NH:20][C:21]4[C:30]5[C:25](=[CH:26][CH:27]=[CH:28][CH:29]=5)[C:24]([C:31]5[CH:32]=[CH:33][C:34]([CH3:38])=[C:35]([OH:37])[CH:36]=5)=[N:23][N:22]=4)=[CH:16][CH:15]=3)=[CH:8][CH:9]=[N:10]2)=[N:5][CH:4]=1.C(=O)([O-])[O-].[Cs+].[Cs+].Br[CH2:46][CH2:47][O:48][CH3:49]>CN(C=O)C>[CH3:1][O:2][C:3]1[CH:12]=[C:11]2[C:6]([C:7]([O:13][C:14]3[CH:15]=[CH:16][C:17]([NH:20][C:21]4[C:30]5[C:25](=[CH:26][CH:27]=[CH:28][CH:29]=5)[C:24]([C:31]5[CH:32]=[CH:33][C:34]([CH3:38])=[C:35]([O:37][CH2:46][CH2:47][O:48][CH3:49])[CH:36]=5)=[N:23][N:22]=4)=[CH:18][CH:19]=3)=[CH:8][CH:9]=[N:10]2)=[N:5][CH:4]=1 |f:1.2.3|. Procedure details: 5-(4-(4-(7-Methoxy-1,5-naphthyridin-4-yloxy)phenylamino)phthalazin-1-yl)-2-methylphenol (120 mg, 239 μmol) and cesium carbonate (234 mg, 718 μmol) were combined in DMF and stirred for 5 min. 1-Bromo-2-methoxyethane (66.5 mg, 479 μmol) was added and the mixture was stirred for 1 h. The mixture was then filtered and purified using reverse phase chromatography to provide the titled product. MS: M+H+=560. The reactants are CC=1C(=NC=CC1)CSC=1NC2=C(N1)C=CC(=C2)C(F)(F)F (2-[[(3-methyl-2 -pyridyl)methyl]thio]-5-(trifluoromethyl)benzimidazole), CO (methanol). The solvent is C(Cl)Cl (methylene chloride). Conditions: time 60 minute. Product: CC=1C(=NC=CC1)CS(=O)C=1NC2=C(N1)C=CC(=C2)C(F)(F)F (2-[[(3-methyl-2-pyridyl)methyl]sulphinyl]-5 -(trifluoromethyl)benzimidazole). As a reaction SMILES: [CH3:1][C:2]1[C:3]([CH2:8][S:9][C:10]2[NH:11][C:12]3[CH:18]=[C:17]([C:19]([F:22])([F:21])[F:20])[CH:16]=[CH:15][C:13]=3[N:14]=2)=[N:4][CH:5]=[CH:6][CH:7]=1.C[OH:24]>C(Cl)Cl>[CH3:1][C:2]1[C:3]([CH2:8][S:9]([C:10]2[NH:11][C:12]3[CH:18]=[C:17]([C:19]([F:22])([F:20])[F:21])[CH:16]=[CH:15][C:13]=3[N:14]=2)=[O:24])=[N:4][CH:5]=[CH:6][CH:7]=1. Procedure details: 6.7 g of 2-[[(3-methyl-2 -pyridyl)methyl]thio]-5-(trifluoromethyl)benzimidazole are dissolved in 250 ml of methylene chloride and 20 ml of methanol and then cooled to -20°. 4.7 g of m-chloroperbenzoic acid, recrystallized from methylene chloride/petroleum ether, are then introduced within 10 minutes. The solution is stirred further at -20° for 60 minutes and then poured into a mixture of 100 ml of 2N sodium carbonate solution and ice. The organic phase is washed neutral with water, dried over so... Reactants: CC(C)N, Cc1ccccc1, C[Al](C)C, Cc1nc(CCc2c(-c3ccccc3)noc2C)sc1C(=O)O, C1COCCO1. The product is Cc1nc(CCc2c(-c3ccccc3)noc2C)sc1C(=O)NC(C)C. Reaction SMILES: [CH3:1][CH:2]([CH3:3])[NH2:4].[CH3:38][c:39]1[cH:40][cH:41][cH:42][cH:43][cH:44]1.[CH3:5][Al:6]([CH3:7])[CH3:8].[CH3:9][c:10]1[n:11][c:12]([CH2:18][CH2:19][c:20]2[c:21](-[c:26]3[cH:27][cH:28][cH:29][cH:30][cH:31]3)[n:22][o:23][c:24]2[CH3:25])[s:13][c:14]1[C:15](=[O:16])[OH:17].[O:32]1[CH2:33][CH2:34][O:35][CH2:36][CH2:37]1>>[CH3:1][CH:2]([CH3:3])[NH:4][C:15]([c:14]1[c:10]([CH3:9])[n:11][c:12]([CH2:18][CH2:19][c:20]2[c:21](-[c:26]3[cH:27][cH:28][cH:29][cH:30][cH:31]3)[n:22][o:23][c:24]2[CH3:25])[s:13]1)=[O:16]. Starting materials: C(C)OC=1C=C(C=CC1OCC)O (3,4-diethoxy-phenol), C(#N)CNS(=O)(=O)CCC (propane-1-sulfonic acid cyanomethyl-amide), Cl (HCl), [N+](=O)([O-])C1=CC=CC=C1 (Nitrobenzene). The reagents and catalysts are [Cl-].[Zn+2].[Cl-] (zinc chloride). Reaction conditions: time 1 hour. The product is C(C)OC1=CC(=C(C=C1OCC)C(CNS(=O)(=O)CCC)=O)O (propane-1-sulfonic acid [2-(4,5-diethoxy-2-hydroxy-phenyl)-2-oxo-ethyl]-amide). Reaction SMILES: Cl.[CH2:2]([O:4][C:5]1[CH:6]=[C:7]([OH:14])[CH:8]=[CH:9][C:10]=1[O:11][CH2:12][CH3:13])[CH3:3].[C:15]([CH2:17][NH:18][S:19]([CH2:22][CH2:23][CH3:24])(=[O:21])=[O:20])#N.[N+](C1C=CC=CC=1)([O-])=[O:26]>[Cl-].[Zn+2].[Cl-]>[CH2:2]([O:4][C:5]1[C:10]([O:11][CH2:12][CH3:13])=[CH:9][C:8]([C:15](=[O:26])[CH2:17][NH:18][S:19]([CH2:22][CH2:23][CH3:24])(=[O:21])=[O:20])=[C:7]([OH:14])[CH:6]=1)[CH3:3] |f:4.5.6|. Procedure details: Nitrobenzene (100 ml) was cooled to zero degrees Celsius and saturated with HCl gas. To this solution was added of 3,4-diethoxy-phenol (11.64 g, 64 mmoles), propane-1-sulfonic acid cyanomethyl-amide (10.36 g, 64 mmoles) and zinc chloride (17.45 g, 128 mmoles). The reaction was stirred for 1 hour at zero degrees Celsius and then allowed to warm to room temperature. Stirring was continued for 2 hours. Thin-layer chromatography showed consumption of 3,4-diethoxy-phenol. Water (100 ml) was added cau... Reactants: COc1ccc(CCNc2ccccn2)cc1, FC(F)(F)c1ccc(CBr)c(C(F)(F)F)c1, [K+], [K+], O=C([O-])[O-], C1COCCO1. Product: COc1ccc(CCN(Cc2ccc(C(F)(F)F)cc2C(F)(F)F)c2ccccn2)cc1. RXN SMILES: [CH3:1][O:2][c:3]1[cH:4][cH:5][c:6]([CH2:9][CH2:10][NH:11][c:12]2[n:13][cH:14][cH:15][cH:16][cH:17]2)[cH:7][cH:8]1.[F:24][C:25]([c:26]1[c:27]([CH2:28][Br:29])[cH:30][cH:31][c:32]([C:34]([F:35])([F:36])[F:37])[cH:33]1)([F:38])[F:39].[K+:18].[K+:19].[O-:20][C:21]([O-:22])=[O:23].[O:40]1[CH2:41][CH2:42][O:43][CH2:44][CH2:45]1>>[CH3:1][O:2][c:3]1[cH:4][cH:5][c:6]([CH2:9][CH2:10][N:11]([c:12]2[n:13][cH:14][cH:15][cH:16][cH:17]2)[CH2:28][c:27]2[c:26]([C:25]([F:24])([F:38])[F:39])[cH:33][c:32]([C:34]([F:35])([F:36])[F:37])[cH:31][cH:30]2)[cH:7][cH:8]1. The reactants are CN(CC=1N=C(SC1)C(C)C)C(=O)N[C@@H](C(C)C)C(=O)O (N-((N-methyl-N-((2-isopropyl-4-thiazolyl)methyl)amino)carbonyl)-L-valine), N[C@@H](C(C)C)C(=O)N[C@H](C[C@@H]([C@H](CC1=CC=CC=C1)NC(=O)OCC1=CN=CS1)O)CC1=CC=CC=C1 ((2S,3S,5S)-5-(N-(Valinyl)amino)-2-(N-((5-thiazolyl)methoxycarbonyl)amino)-1,6-diphenyl-3-hydroxyhexane), N[C@@H](C(C)C)C(=O)N[C@H](C[C@@H]([C@H](CC1=CC=CC=C1)NC(=O)OCC1=CN=CS1)O)CC1=CC=CC=C1 ((2S,3S,5S)-5-(N-(Valinyl)amino)-2-(N-((5-thiazolyl)methoxycarbonyl)amino)-1,6-diphenyl-3-hydroxyhexane), N[C@H](C[C@@H]([C@H](CC1=CC=CC=C1)NC(=O)OCC1=CN=CS1)O)CC1=CC=CC=C1 ((2S,3S,5S)-5-amino-2-(N-((5-thiazolyl)methoxycarbonyl)amino)-1,6-diphenyl-3-hydroxyhexane). Yields the product C(C)(C)C=1SC=C(N1)CCC(=O)N[C@@H](C(C)C)C(=O)N[C@H](C[C@@H]([C@H](CC1=CC=CC=C1)NC(=O)OCC1=CN=CS1)O)CC1=CC=CC=C1 ((2S,3S,5S)-5-(N-(N-(3-(2-isopropyl-4-thiazolyl)propanoyl)valinyl)amino)-2-(N-((5-thiazolyl)methoxycarbonyl)amino)-1,6-diphenyl-3-hydroxyhexane). Reaction SMILES: CN(C(N[C@H](C(O)=O)C(C)C)=O)[CH2:3][C:4]1[N:5]=[C:6]([CH:9]([CH3:11])[CH3:10])[S:7][CH:8]=1.[NH2:22][C@H:23]([C:27]([NH:29][C@@H:30]([CH2:52][C:53]1[CH:58]=[CH:57][CH:56]=[CH:55][CH:54]=1)[CH2:31][C@H:32]([OH:51])[C@@H:33]([NH:41][C:42]([O:44][CH2:45][C:46]1[S:50][CH:49]=[N:48][CH:47]=1)=[O:43])[CH2:34][C:35]1[CH:40]=[CH:39][CH:38]=[CH:37][CH:36]=1)=[O:28])[CH:24]([CH3:26])[CH3:25].N[C@@H](CC1C=CC=CC=1)C[C@H](O)[C@@H](NC([O:74][CH2:75][C:76]1SC=NC=1)=O)CC1C=CC=CC=1>>[CH:9]([C:6]1[S:7][CH:8]=[C:4]([CH2:3][CH2:76][C:75]([NH:22][C@H:23]([C:27]([NH:29][C@@H:30]([CH2:52][C:53]2[CH:54]=[CH:55][CH:56]=[CH:57][CH:58]=2)[CH2:31][C@H:32]([OH:51])[C@@H:33]([NH:41][C:42]([O:44][CH2:45][C:46]2[S:50][CH:49]=[N:48][CH:47]=2)=[O:43])[CH2:34][C:35]2[CH:40]=[CH:39][CH:38]=[CH:37][CH:36]=2)=[O:28])[CH:24]([CH3:26])[CH3:25])=[O:74])[N:5]=1)([CH3:10])[CH3:11]. Procedure details: Using the procedure of Example 1 U but replacing N-((N-methyl-N-((2-isopropyl-4-thiazolyl)methyl)amino)carbonyl)-L-valine with the resultant compound of Example 31 D and replacing (2S,3S,5S)-5-amino-2-(N-((5-thiazolyl)methoxycarbonyl)amino)-1,6-diphenyl-3-hydroxyhexane with the resultant compound of Example 31 F provided, after purification by silica gel chromatography, the desired compound. The reactants are CO, [H][H], N, N#Cc1cccc(-c2ccc(C(=O)N3N=C(c4cccnc4)CC3c3ccccc3O)s2)c1. Yields the product NCc1cccc(-c2ccc(C(=O)N3N=C(c4cccnc4)CC3c3ccccc3O)s2)c1. Reaction SMILES: [CH3:37][OH:38].[H:35][H:36].[NH3:34].[OH:1][c:2]1[c:3]([CH:8]2[CH2:9][C:10]([c:28]3[cH:29][n:30][cH:31][cH:32][cH:33]3)=[N:11][N:12]2[C:13](=[O:14])[c:15]2[cH:16][cH:17][c:18](-[c:20]3[cH:21][c:22]([C:23]#[N:24])[cH:25][cH:26][cH:27]3)[s:19]2)[cH:4][cH:5][cH:6][cH:7]1>>[OH:1][c:2]1[c:3]([CH:8]2[CH2:9][C:10]([c:28]3[cH:29][n:30][cH:31][cH:32][cH:33]3)=[N:11][N:12]2[C:13](=[O:14])[c:15]2[cH:16][cH:17][c:18](-[c:20]3[cH:21][c:22]([CH2:23][NH2:24])[cH:25][cH:26][cH:27]3)[s:19]2)[cH:4][cH:5][cH:6][cH:7]1.